Dataset: the Open Reaction Database (ORD), a public repository of structured organic reaction records. Task: describe an organic reaction: reactants, conditions, products, and yield Reactants: C(C)OC(=O)C=1C(=NC(=NC1)SC)N(CCC(=O)OCC)C1C2CCC(C1)C2 (4[bicyclo[2.2.1]hept-2-yl-(2-ethoxycarbonyl-ethyl)-amino]-2-methylsulfanyl-pyrimidine-5-carboxylic acid ethyl ester), CC(C)([O-])C.[Na+] (sodium t-butoxide), Cl (HCl), [Na] (Sodium). Run in C1(=CC=CC=C1)C (toluene), C(C)(C)(C)O (t-butanol). Reaction conditions: temperature 90 celsius, time 30 minute. Product: C(C)OC(=O)C1C(C2=C(N=C(N=C2)SC)N(C1)C1C2CCC(C1)C2)=O (8-bicyclo[2.2.1]hept-2-yl-2-methylsulfanyl-5-oxo-5,6,7,8-tetrahydro-pyrido[2,3-d]pyrimidine-6-carboxylic acid ethyl ester). The yield is 32.1%. Reaction SMILES: [Na].C([O:4][C:5]([C:7]1[C:8]([N:15]([CH:23]2[CH2:28][CH:27]3[CH2:29][CH:24]2[CH2:25][CH2:26]3)[CH2:16][CH2:17][C:18]([O:20][CH2:21][CH3:22])=[O:19])=[N:9][C:10]([S:13][CH3:14])=[N:11][CH:12]=1)=O)C.CC(C)([O-])C.[Na+].Cl>C1(C)C=CC=CC=1.C(O)(C)(C)C>[CH2:21]([O:20][C:18]([CH:17]1[CH2:16][N:15]([CH:23]2[CH2:28][CH:27]3[CH2:29][CH:24]2[CH2:25][CH2:26]3)[C:8]2[N:9]=[C:10]([S:13][CH3:14])[N:11]=[CH:12][C:7]=2[C:5]1=[O:4])=[O:19])[CH3:22] |f:2.3,^1:0|. Procedure details: 3-(Bicyclo[2.2.1]hept-2-ylamino)-propionic acid ethyl ester (1.5 g, 7.1 mmol) and 4-chloro-2-methylsulfanyl-pyrimidine-5-carboxylic acid ethyl ester (1.6 g, 7.1 mmol) were combined in CH2Cl2 (20 mL) and triethylamine (1.0 g, 10 mmol) was added. After 16 h, water (10 mL) was added the organic layer was separated, dried (MgSO4), and concentrated. Chromatography (10-50% EtOAc/hexanes gradient) provided 1.8 g of 4-[bicyclo[2.2.1]hept-2-yl-(2-ethoxycarbonyl-ethyl)-amino]-2-methylsulfanyl-pyrimidine-5... Reactants: COC=1C=C2C(=CC=NC2=CC1OC)OC1=CC=C(C=C1)N (6,7-Dimethoxy-4-(4-aminophenoxy)quinoline), [N+](=O)([O-])C1=CC=C(C(=O)O)C=C1 (4-nitrobenzoic acid), Cl.C(C)N=C=NCCCN(C)C (1-ethyl-3-(3'-dimethylaminopropyl)carbodiimide hydrochloride). The solvent is CN(C=O)C (N,N-dimethylformamide). Reaction conditions: time 22 hour. Product: COC=1C=C2C(=CC=NC2=CC1OC)OC1=CC=C(C=C1)NC(=O)C1=CC=C(C=C1)[N+](=O)[O-] (N-{4-[(6,7-Dimethoxy-4-quinolinyl)oxy]phenyl}-(4-nitrophenyl)carboxamide). The yield is 76.2%. As a reaction SMILES: [CH3:1][O:2][C:3]1[CH:4]=[C:5]2[C:10](=[CH:11][C:12]=1[O:13][CH3:14])[N:9]=[CH:8][CH:7]=[C:6]2[O:15][C:16]1[CH:21]=[CH:20][C:19]([NH2:22])=[CH:18][CH:17]=1.[N+:23]([C:26]1[CH:34]=[CH:33][C:29]([C:30](O)=[O:31])=[CH:28][CH:27]=1)([O-:25])=[O:24].Cl.C(N=C=NCCCN(C)C)C>CN(C)C=O>[CH3:1][O:2][C:3]1[CH:4]=[C:5]2[C:10](=[CH:11][C:12]=1[O:13][CH3:14])[N:9]=[CH:8][CH:7]=[C:6]2[O:15][C:16]1[CH:17]=[CH:18][C:19]([NH:22][C:30]([C:29]2[CH:28]=[CH:27][C:26]([N+:23]([O-:25])=[O:24])=[CH:34][CH:33]=2)=[O:31])=[CH:20][CH:21]=1 |f:2.3|. Procedure details: 6,7-Dimethoxy-4-(4-aminophenoxy)quinoline (110 mg) and commercially available 4-nitrobenzoic acid (100 mg) were dissolved in N,N-dimethylformamide (4 ml), 1-ethyl-3-(3'-dimethylaminopropyl)carbodiimide hydrochloride (176 mg) was added, and the admixture was stirred at room temperature for 22 hours. The reaction mixture was then purified in the same manner as described in Example 50 to obtain 126 mg of the title compound (yield: 77%).